This data is from the Open Reaction Database (ORD), a public repository of structured organic reaction records. The task is: describe an organic reaction: reactants, conditions, products, and yield The reactants are Cl (hydrochloric acid), solution, [OH-].[Li+] (lithium hydroxide), BrC=1C=NSC1N[C@@H](CC(C)C)C(=O)OC (methyl N-(4-bromoisothiazol-5-yl)leucinate). Solvent: CO (methanol), O (water), O (water). Reaction conditions: time 6 hour. Yields the product BrC=1C=NSC1N[C@@H](CC(C)C)C(=O)O (N-(4-bromoisothiazol-5-yl)leucine). Isolated yield 98.1%. RXN SMILES: [Br:1][C:2]1[CH:3]=[N:4][S:5][C:6]=1[NH:7][C@H:8]([C:13]([O:15]C)=[O:14])[CH2:9][CH:10]([CH3:12])[CH3:11].[OH-].[Li+].Cl>CO.O>[Br:1][C:2]1[CH:3]=[N:4][S:5][C:6]=1[NH:7][C@H:8]([C:13]([OH:15])=[O:14])[CH2:9][CH:10]([CH3:12])[CH3:11] |f:1.2|. Procedure details: A solution composed of methyl N-(4-bromoisothiazol-5-yl)leucinate (98 mg, 0.32 mmol) in methanol (1.5 mL) at 0° C. was treated with a 2.0 M solution of lithium hydroxide (1.0 mL, 2.0 mmol). The mixture was stirred rapidly at rt for 6 h and then recooled to 0° C. prior to acidification to pH 5.5with 2.0 M hydrochloric acid in water. The reaction vessel contents were poured into water, extracted with ethyl acetate (3×) and the combined organics were washed with saturated sodium chloride solution a... Reactants: BrC1=CC2=C(CCO2)C=C1OC (6-bromo-5-methoxy-2,3-dihydrobenzofuran), C(CCC)[Li] (n-Butyl lithium), CN(C)C=O (DMF). Run in C1CCOC1 (THF). Reaction conditions: time 30 minute. Product: COC=1C(=CC2=C(CCO2)C1)C=O (5-Methoxy-2,3-dihydrobenzofuran-6-al). Yield: 75.4%. RXN SMILES: Br[C:2]1[C:10]([O:11][CH3:12])=[CH:9][C:5]2[CH2:6][CH2:7][O:8][C:4]=2[CH:3]=1.C([Li])CCC.CN([CH:21]=[O:22])C>C1COCC1>[CH3:12][O:11][C:10]1[C:2]([CH:21]=[O:22])=[CH:3][C:4]2[O:8][CH2:7][CH2:6][C:5]=2[CH:9]=1. Reported procedure: To a solution of 6-bromo-5-methoxy-2,3-dihydrobenzofuran (9.20 g, 40.35 mmol) in THF (50 mL) was dropwise added n-Butyl lithium (24.00 mL. 38.40 mmol) at -78° C. After stirring for 30 min, DMF (5.00 mL, 60.53 mmol) was added and the mixture was allowed to stir at room temperature for 2 h. The reaction was quenched with water and extracted with ethyl acetate (3×150 mL). The combined organic extracts were dried (Na2SO4) and the solvent was removed under reduced pressure. Flash chromatography (1:1 ... Starting materials: O (water), [OH-].[Na+] (sodium hydroxide), CN(C(COCCC=1C=CC2=C(SC=C2)C1)=O)CCOC(C1=CC=CC=C1)(C1=CC=CC=C1)C1=CC=CC=C1 (N1-methyl-N1-[2-(trityloxy)ethyl]-2-(2-benzo[b]-thiophen-6-ylethoxy)-acetamide), aqueous solution, Cl (hydrochloric acid), solution. Solvent: C(C)(=O)OCC (ethyl acetate), O1CCCC1 (tetrahydrofuran), O1CCCC1 (tetrahydrofuran). Run at temperature 5 celsius. Product: S1C2=C(C=C1)C=CC(=C2)CCOCCN(CCO)C (2-[[2-(2-benzo[b]thiophen-6-ylethoxy)ethyl](methyl)amino]-1-ethanol). The yield is 50.0%. As a reaction SMILES: [CH3:1][N:2]([CH2:18][CH2:19][O:20]C(C1C=CC=CC=1)(C1C=CC=CC=1)C1C=CC=CC=1)[C:3](=O)[CH2:4][O:5][CH2:6][CH2:7][C:8]1[CH:9]=[CH:10][C:11]2[CH:15]=[CH:14][S:13][C:12]=2[CH:16]=1.Cl.O.[OH-].[Na+]>O1CCCC1.C(OCC)(=O)C>[S:13]1[CH:14]=[CH:15][C:11]2[CH:10]=[CH:9][C:8]([CH2:7][CH2:6][O:5][CH2:4][CH2:3][N:2]([CH3:1])[CH2:18][CH2:19][OH:20])=[CH:16][C:12]1=2 |f:3.4|. Reported procedure: In 20 mL of tetrahydrofuran is dissolved 2.07 g of N1-methyl-N1-[2-(trityloxy)ethyl]-2-(2-benzo[b]-thiophen-6-ylethoxy)-acetamide. The solution is cooled to 5° C., and 7.5 mL of 1 mol/L solution of borane-tetrahydrofuran complex in tetrahydrofuran is dropwise added thereto. After stirring the mixture at ambient temperature overnight, 1.9 mL of 6 mol/L hydrochloric acid is dropwise added, and the resulting mixture is heated under reflux for one hour. After cooling, water and ethyl acetate are add... Starting materials: [BH3-]C#N, CCO, Cl, CC(N)C(=O)N1CCCC1CC(=O)O, [Na+], [Na+], CCOC(=O)C(=O)CCc1ccccc1, [OH-]. Product: CCOC(=O)C(CCc1ccccc1)NC(C)C(=O)N1CCCC1CC(=O)O. As a reaction SMILES: [C:33]([BH3-:34])#[N:35].[CH3:37][CH2:38][OH:39].[ClH:15].[NH2:1][CH:2]([CH3:3])[C:4](=[O:5])[N:6]1[CH:7]([CH2:11][C:12](=[O:13])[OH:14])[CH2:8][CH2:9][CH2:10]1.[Na+:17].[Na+:36].[O:18]=[C:19]([C:20](=[O:21])[O:22][CH2:23][CH3:24])[CH2:25][CH2:26][c:27]1[cH:28][cH:29][cH:30][cH:31][cH:32]1.[OH-:16]>>[NH:1]([CH:2]([CH3:3])[C:4](=[O:5])[N:6]1[CH:7]([CH2:11][C:12](=[O:13])[OH:14])[CH2:8][CH2:9][CH2:10]1)[CH:19]([C:20](=[O:21])[O:22][CH2:23][CH3:24])[CH2:25][CH2:26][c:27]1[cH:28][cH:29][cH:30][cH:31][cH:32]1. Starting materials: COC1=C(COCCCOC2=CC=C(C=C2)C2C(CN(CC2)C(=O)OC(C)(C)C)OCCOS(=O)(=O)C2=CC=C(C=C2)C)C=CC=C1 (tert-butyl 4-{4-[3-(2-methoxybenzyloxy)propoxy]phenyl}-3-[2-(toluene-4-sulphonyloxy)ethoxy]piperidine-1-carboxylate), OC1=C(C=CC=C1)NC(CCOC)=O (N-(2-hydroxyphenyl)-3-methoxypropionamide). The product is COC1=C(COCCCOC2=CC=C(C=C2)C2C(CN(CC2)C(=O)OC(C)(C)C)OCCOC2=C(C=CC=C2)NC(CCOC)=O)C=CC=C1 (tert-Butyl 4-{4-[3-(2-methoxybenzyloxy)propoxy]phenyl}-3-{2-[2-(3-methoxypropionylamino)phenoxy]ethoxy}piperidine-1-carboxylate). RXN SMILES: [CH3:1][O:2][C:3]1[CH:47]=[CH:46][CH:45]=[CH:44][C:4]=1[CH2:5][O:6][CH2:7][CH2:8][CH2:9][O:10][C:11]1[CH:16]=[CH:15][C:14]([CH:17]2[CH2:22][CH2:21][N:20]([C:23]([O:25][C:26]([CH3:29])([CH3:28])[CH3:27])=[O:24])[CH2:19][CH:18]2[O:30][CH2:31][CH2:32]OS(C2C=CC(C)=CC=2)(=O)=O)=[CH:13][CH:12]=1.[OH:48][C:49]1[CH:54]=[CH:53][CH:52]=[CH:51][C:50]=1[NH:55][C:56](=[O:61])[CH2:57][CH2:58][O:59][CH3:60]>>[CH3:1][O:2][C:3]1[CH:47]=[CH:46][CH:45]=[CH:44][C:4]=1[CH2:5][O:6][CH2:7][CH2:8][CH2:9][O:10][C:11]1[CH:12]=[CH:13][C:14]([CH:17]2[CH2:22][CH2:21][N:20]([C:23]([O:25][C:26]([CH3:29])([CH3:27])[CH3:28])=[O:24])[CH2:19][CH:18]2[O:30][CH2:31][CH2:32][O:48][C:49]2[CH:54]=[CH:53][CH:52]=[CH:51][C:50]=2[NH:55][C:56](=[O:61])[CH2:57][CH2:58][O:59][CH3:60])=[CH:15][CH:16]=1. Reported procedure: Analogously to Method G, 0.458 g of tert-butyl 4-{4-[3-(2-methoxybenzyloxy)propoxy]phenyl}-3-[2-(toluene-4-sulphonyloxy)ethoxy]piperidine-1-carboxylate (Example 14b) and 0.32 g of N-(2-hydroxyphenyl)-3-methoxypropionamide are reacted. The title compound is obtained as a colourless oil. Rf=0.50 (1:1 EtOAc-heptane); Rt=5.70. Starting materials: BrC=1C=C(C=NC1)[C@H]1NC(O[C@@H]1C1=C(C=CC(=C1)F)F)=O ((4R,5R)-4-(5-bromopyridin-3-yl)-5-(2,5-difluorophenyl)oxazolidin-2-one), N[C@@H]([C@@](C)(O)C1=C(C=CC(=C1)F)F)C=1C=NC=C(C1)Br ((1R,2S)-1-amino-1-(5-bromopyridin-3-yl)-2-(2,5-difluorophenyl)propan-2-ol). The product is BrC=1C=C(C=NC1)[C@H]1NC(O[C@@]1(C)C1=C(C=CC(=C1)F)F)=O ((4R,5S)-4-(5-Bromopyridin-3-yl)-5-(2,5-difluorophenyl)-5-methyloxazolidin-2-one). Reaction SMILES: [Br:1][C:2]1[CH:3]=[C:4]([C@@H:8]2[C@@H:12]([C:13]3[CH:18]=[C:17]([F:19])[CH:16]=[CH:15][C:14]=3[F:20])[O:11][C:10](=[O:21])[NH:9]2)[CH:5]=[N:6][CH:7]=1.N[C@H:23](C1C=NC=C(Br)C=1)[C@](C1C=C(F)C=CC=1F)(O)C>>[Br:1][C:2]1[CH:3]=[C:4]([C@@H:8]2[C@@:12]([C:13]3[CH:18]=[C:17]([F:19])[CH:16]=[CH:15][C:14]=3[F:20])([CH3:23])[O:11][C:10](=[O:21])[NH:9]2)[CH:5]=[N:6][CH:7]=1. Reported procedure: Prepared according to the same procedure as ((4R,5R)-4-(5-bromopyridin-3-yl)-5-(2,5-difluorophenyl)oxazolidin-2-one, starting with (1R,2S)-1-amino-1-(5-bromopyridin-3-yl)-2-(2,5-difluorophenyl)propan-2-ol. 1H NMR (500 MHz, DMSO-d6) δ 8.64 (s, 1H), 8.52-8.46 (m, 1H), 8.29 (s, 1H), 7.66 (s, 1H), 7.19 (ddd, J=9.2, 5.9, 3.2 Hz, 1H), 7.13-7.06 (m, 1H), 7.00 (ddd, J=10.6, 9.2, 4.6 Hz, 1H), 5.15 (d, J=1.8 Hz, 1H), 1.89 (s, 3H), Mass spec.: 371.1 (MH)+. The reactants are ClC1=C(C=C(C=C1)[C@H]1[C@@H](CN(CCO1)C(=O)OC(C)(C)C)CN1C(C(=CC=C1)C(=O)OC)=O)F (tert-butyl (6R,7R)-7-(4-chloro-3-fluorophenyl)-6-{[3-(methoxycarbonyl)-2-oxopyridin-1(2H)-yl]methyl}-1,4-oxazepane-4-carboxylate), O.NN (hydrazine monohydrate), O (water). Run in C(C)O (ethanol). Yields the product ClC1=C(C=C(C=C1)[C@H]1[C@@H](CN(CCO1)C(=O)OC(C)(C)C)CN1C(C(=CC=C1)C(=O)NN)=O)F (tert-butyl (6R,7R)-7-(4-chloro-3-fluorophenyl)-6-{[3-(hydrazinocarbonyl)-2-oxopyridin-1(2H)-yl]methyl}-1,4-oxazepane-4-carboxylate). The yield is 88.6%. Reaction SMILES: [Cl:1][C:2]1[CH:7]=[CH:6][C:5]([C@@H:8]2[O:14][CH2:13][CH2:12][N:11]([C:15]([O:17][C:18]([CH3:21])([CH3:20])[CH3:19])=[O:16])[CH2:10][C@H:9]2[CH2:22][N:23]2[CH:28]=[CH:27][CH:26]=[C:25]([C:29]([O:31]C)=O)[C:24]2=[O:33])=[CH:4][C:3]=1[F:34].O.[NH2:36][NH2:37].O>C(O)C>[Cl:1][C:2]1[CH:7]=[CH:6][C:5]([C@@H:8]2[O:14][CH2:13][CH2:12][N:11]([C:15]([O:17][C:18]([CH3:19])([CH3:21])[CH3:20])=[O:16])[CH2:10][C@H:9]2[CH2:22][N:23]2[CH:28]=[CH:27][CH:26]=[C:25]([C:29]([NH:36][NH2:37])=[O:31])[C:24]2=[O:33])=[CH:4][C:3]=1[F:34] |f:1.2|. Procedure details: To a solution of tert-butyl (6R,7R)-7-(4-chloro-3-fluorophenyl)-6-{[3-(methoxycarbonyl)-2-oxopyridin-1(2H)-yl]methyl}-1,4-oxazepane-4-carboxylate (155.7 mg) in ethanol (1.5 mL) was added hydrazine monohydrate (79 mg) at room temperature, and the mixture was heated under reflux for 2 days. The reaction mixture was allowed to cool to room temperature, and poured into water, and the mixture was partitioned with ethyl acetate. The organic layer was washed with brine, and dried over magnesium sulfate...